From a dataset of the Open Reaction Database (ORD), a public repository of structured organic reaction records. describe an organic reaction: reactants, conditions, products, and yield Reactants: CCCCCCCCN, CCOC(C)=O, O=C1OCCN1CCCl. Yields the product CCCCCCCCN1CCN(CCO)C1=O. Reaction SMILES: [CH2:10]([CH2:11][CH2:12][CH2:13][CH2:14][CH2:15][CH2:16][CH3:17])[NH2:18].[CH3:19][CH2:20][O:21][C:22](=[O:23])[CH3:24].[Cl:1][CH2:2][CH2:3][N:4]1[C:5](=[O:9])[O:6][CH2:7][CH2:8]1>>[CH2:2]1[CH2:3][N:4]([CH2:8][CH2:7][OH:6])[C:5](=[O:9])[N:18]1[CH2:10][CH2:11][CH2:12][CH2:13][CH2:14][CH2:15][CH2:16][CH3:17]. The reactants are Cc1cc(Br)cnc1Cl, O=C([O-])[O-], CCOC(=O)CC(=O)OCC, [Cs+], [Cs+], [Cu]I, O=C(O)c1ccccn1. RXN SMILES: [Br:1][c:2]1[cH:3][c:4]([CH3:9])[c:5]([Cl:8])[n:6][cH:7]1.[C:10](=[O:11])([O-:12])[O-:13].[C:25]([CH2:26][C:27](=[O:28])[O:29][CH2:30][CH3:31])(=[O:32])[O:33][CH2:34][CH3:35].[Cs+:14].[Cs+:15].[Cu:36][I:37].[n:16]1[cH:17][cH:18][cH:19][cH:20][c:21]1[C:22]([OH:23])=[O:24]>>[c:2]1([CH:26]([C:25](=[O:32])[O:33][CH2:34][CH3:35])[C:27](=[O:28])[O:29][CH2:30][CH3:31])[cH:3][c:4]([CH3:9])[c:5]([Cl:8])[n:6][cH:7]1. The product is CCOC(=O)C(C(=O)OCC)c1cnc(Cl)c(C)c1. Reactants: O=c1ccn2c3ccc(Br)cc3c3cc(O)cc1c32, CC(C)OC(=O)CBr, O=C([O-])[O-], CS(C)=O, [I-], [K+], [K+], [K+], O. Yields the product CC(C)OC(=O)COc1cc2c(=O)ccn3c4ccc(Br)cc4c(c1)c23. RXN SMILES: [Br:1][c:2]1[cH:3][cH:4][c:5]2[n:6]3[c:7]4[c:8]([cH:9][c:10]([OH:15])[cH:11][c:12]4[c:13]2[cH:14]1)[c:16](=[O:19])[cH:17][cH:18]3.[Br:26][CH2:27][C:28](=[O:29])[O:30][CH:31]([CH3:32])[CH3:33].[C:20](=[O:21])([O-:22])[O-:23].[CH3:36][S:37](=[O:38])[CH3:39].[I-:35].[K+:24].[K+:25].[K+:34].[OH2:40]>>[Br:1][c:2]1[cH:3][cH:4][c:5]2[n:6]3[c:7]4[c:8]([cH:9][c:10]([O:15][CH2:27][C:28](=[O:29])[O:30][CH:31]([CH3:32])[CH3:33])[cH:11][c:12]4[c:13]2[cH:14]1)[c:16](=[O:19])[cH:17][cH:18]3. Starting materials: CC(C)(C)OC(=O)NC1CCC(n2nnc3cnc4[nH]ccc4c32)C1, ClCCl, O, O=C(O)C(F)(F)F. Product: NC1CCC(n2nnc3cnc4[nH]ccc4c32)C1. RXN SMILES: [C:1]([O:2][C:3](=[O:4])[NH:7][CH:8]1[CH2:9][CH:10]([n:13]2[n:14][n:15][c:16]3[cH:17][n:18][c:19]4[nH:20][cH:21][cH:22][c:23]4[c:24]23)[CH2:11][CH2:12]1)([CH3:5])([CH3:6])[CH3:25].[Cl:34][CH2:35][Cl:36].[OH2:33].[OH:26][C:27]([C:28]([F:29])([F:30])[F:31])=[O:32]>>[NH2:7][CH:8]1[CH2:9][CH:10]([n:13]2[n:14][n:15][c:16]3[cH:17][n:18][c:19]4[nH:20][cH:21][cH:22][c:23]4[c:24]23)[CH2:11][CH2:12]1. Reactants: N1(CCOCC1)C=1C2=C(N=C(N1)[Sn](CCCC)(CCCC)CCCC)SC(=N2)CN2CCN(CC2)C(C(=O)N)(C)C (2-[4-(7-morpholin-4-yl-5-(tributylstannanyl)thiazolo[5,4-d]pyrimidin-2-ylmethyl)piperazin-1-yl]isobutyramide), C1(=CC=CC=C1)S(=O)(=O)N1C=CC=2C(=NC=CC21)Br (1-benzenesulfonyl-4-bromo-1H-pyrrolo[3,2-c]pyridine), PdCl2{PtBu2(Ph-p-Nme2)}2. The reagents and catalysts are S1C(=CC=C1)C(=O)[O-].[Cu+] (copper(I) thiophene-2-carboxylate). Run in O1CCOCC1 (1,4-dioxane). Yields the product C1(=CC=CC=C1)S(=O)(=O)N1C=CC=2C(=NC=CC21)C=2N=C(C1=C(N2)SC(=N1)CN1CCN(CC1)C(C(=O)N)(C)C)N1CCOCC1 (2-{4-[5-(1-benzenesulfonyl-1H-pyrrolo[3,2-c]pyridin-4-yl)-7-morpholin-4-ylthiazolo[5,4-d]pyrimidin-2-ylmethyl]piperazin-1-yl}isobutyramide). As a reaction SMILES: [N:1]1([C:7]2[C:8]3[N:28]=[C:27]([CH2:29][N:30]4[CH2:35][CH2:34][N:33]([C:36]([CH3:41])([CH3:40])[C:37]([NH2:39])=[O:38])[CH2:32][CH2:31]4)[S:26][C:9]=3[N:10]=[C:11]([Sn](CCCC)(CCCC)CCCC)[N:12]=2)[CH2:6][CH2:5][O:4][CH2:3][CH2:2]1.[C:42]1([S:48]([N:51]2[C:59]3[CH:58]=[CH:57][N:56]=[C:55](Br)[C:54]=3[CH:53]=[CH:52]2)(=[O:50])=[O:49])[CH:47]=[CH:46][CH:45]=[CH:44][CH:43]=1>O1CCOCC1.S1C=CC=C1C([O-])=O.[Cu+]>[C:42]1([S:48]([N:51]2[C:59]3[CH:58]=[CH:57][N:56]=[C:55]([C:11]4[N:12]=[C:7]([N:1]5[CH2:6][CH2:5][O:4][CH2:3][CH2:2]5)[C:8]5[N:28]=[C:27]([CH2:29][N:30]6[CH2:35][CH2:34][N:33]([C:36]([CH3:40])([CH3:41])[C:37]([NH2:39])=[O:38])[CH2:32][CH2:31]6)[S:26][C:9]=5[N:10]=4)[C:54]=3[CH:53]=[CH:52]2)(=[O:50])=[O:49])[CH:43]=[CH:44][CH:45]=[CH:46][CH:47]=1 |f:3.4|. Reported procedure: A degassed solution of 2-[4-(7-morpholin-4-yl-5-(tributylstannanyl)thiazolo[5,4-d]pyrimidin-2-ylmethyl)piperazin-1-yl]isobutyramide (250 mg, 0.36 mmol), 1-benzenesulfonyl-4-bromo-1H-pyrrolo[3,2-c]pyridine (130 mg, 0.39 mmol), PdCl2{PtBu2(Ph-p-Nme2)}2 (26 mg, 0.036 mmol) and copper(I) thiophene-2-carboxylate (14 mg, 0.07 mmol) in 1,4-dioxane (4 mL) was subjected to microwave irradiation at 140° C. for 20 minutes. The reaction mixture was cooled to ambient temperature and loaded onto an Isolute® S...